Dataset: the Open Reaction Database (ORD), a public repository of structured organic reaction records. Task: describe an organic reaction: reactants, conditions, products, and yield Reactants: CSc1ccc(C=CC(=O)O)cc1, CN(C)C=O, O=C(Cl)C(=O)Cl, N, C1CCOC1. Product: CSc1ccc(C=CC(N)=O)cc1. As a reaction SMILES: [CH3:1][S:2][c:3]1[cH:4][cH:5][c:6]([CH:9]=[CH:10][C:11](=[O:12])[OH:13])[cH:7][cH:8]1.[CH:26]([N:27]([CH3:28])[CH3:29])=[O:30].[Cl:14][C:15]([C:16]([Cl:17])=[O:18])=[O:19].[NH3:20].[O:21]1[CH2:22][CH2:23][CH2:24][CH2:25]1>>[CH3:1][S:2][c:3]1[cH:4][cH:5][c:6]([CH:9]=[CH:10][C:11](=[O:13])[NH2:20])[cH:7][cH:8]1.